This data is from the Open Reaction Database (ORD), a public repository of structured organic reaction records. The task is: describe an organic reaction: reactants, conditions, products, and yield The reactants are C(C1=CC=CC=C1)N1C=CC2=CC=C(C=C12)C1=CC(=CC=C1)Cl (1-benzyl-6-(3-chlorophenyl)-1H-indole), C(C(=O)Cl)(=O)Cl (oxalyl chloride), C(C)O (ethanol). Yields the product C(C1=CC=CC=C1)N1C=C(C2=CC=C(C=C12)C1=CC(=CC=C1)Cl)C(C(=O)OCC)=O (Ethyl 2-[1-benzyl-6-(3-chlorophenyl)-1H-indol-3-yl]-2-oxoacetate), gum. Isolated yield 67.0%. Reaction SMILES: [CH2:1]([N:8]1[C:16]2[C:11](=[CH:12][CH:13]=[C:14]([C:17]3[CH:22]=[CH:21][CH:20]=[C:19]([Cl:23])[CH:18]=3)[CH:15]=2)[CH:10]=[CH:9]1)[C:2]1[CH:7]=[CH:6][CH:5]=[CH:4][CH:3]=1.[C:24](Cl)(=[O:28])[C:25](Cl)=[O:26].[CH2:30]([OH:32])[CH3:31]>>[CH2:1]([N:8]1[C:16]2[C:11](=[CH:12][CH:13]=[C:14]([C:17]3[CH:22]=[CH:21][CH:20]=[C:19]([Cl:23])[CH:18]=3)[CH:15]=2)[C:10]([C:24](=[O:28])[C:25]([O:32][CH2:30][CH3:31])=[O:26])=[CH:9]1)[C:2]1[CH:3]=[CH:4][CH:5]=[CH:6][CH:7]=1. Procedure details: Ethyl [1-benzyl-6-(3-chlorophenyl)-1H-indol-3-yl](oxo)acetate was prepared from 1-benzyl-6-(3-chlorophenyl)-1H-indole (0.591 g, 1.86 mmol), oxalyl chloride (0.49 mL, 5.6 mmol), and ethanol (2 mL) following the procedure described in Step 3 of Example 1. Purification by flash chromatography using 5-100% ethyl acetate in hexane as an eluant yielded the title compound as a hard reddish gum (0.520 g, 67%). Mass spectrum (+ESI, [M+H]+) m/z 418; 1HNMR (500 MHz, DMSO-d6): δ 8.7 (s, 1H), 8.25 (d, 1H, J=... Reactants: [Br-], CN(C)C=O, Cc1ccc2c(c1)-c1[nH]c(=O)c3n(cc[n+]3C)c1C2, O, c1c[nH]cn1. Yields the product Cc1ccc2c(c1)-c1[nH]c(=O)c3nccn3c1C2. Reaction SMILES: [Br-:1].[CH3:26][N:27]([CH3:28])[CH:29]=[O:30].[CH3:2][n+:3]1[cH:4][cH:5][n:6]2[c:7]1[c:8](=[O:20])[nH:9][c:10]1[c:11]2[CH2:12][c:13]2[cH:14][cH:15][c:16]([CH3:19])[cH:17][c:18]2-1.[OH2:31].[nH:21]1[cH:22][cH:23][n:24][cH:25]1>>[n:3]1[cH:4][cH:5][n:6]2[c:7]1[c:8](=[O:20])[nH:9][c:10]1[c:11]2[CH2:12][c:13]2[cH:14][cH:15][c:16]([CH3:19])[cH:17][c:18]2-1.